This data is from the Open Reaction Database (ORD), a public repository of structured organic reaction records. The task is: describe an organic reaction: reactants, conditions, products, and yield The reactants are COc1cc(CC(COC(C)=O)NC(=O)c2ccccc2)cc2c1OC(C)(C)C2, CC#N, N, O, O=P(Cl)(Cl)Cl. Yields the product COc1cc2c(c3c1OC(C)(C)C3)C(c1ccccc1)=NC(COC(C)=O)C2. As a reaction SMILES: [C:6]([CH3:7])(=[O:8])[O:9][CH2:10][CH:11]([CH2:12][c:13]1[cH:14][c:15]([O:24][CH3:25])[c:16]2[c:17]([cH:23]1)[CH2:18][C:19]([CH3:21])([CH3:22])[O:20]2)[NH:26][C:27]([c:28]1[cH:29][cH:30][cH:31][cH:32][cH:33]1)=[O:34].[CH3:37][C:38]#[N:39].[NH3:36].[OH2:35].[P:1]([Cl:2])([Cl:3])([Cl:4])=[O:5]>>[C:6]([CH3:7])(=[O:8])[O:9][CH2:10][CH:11]1[CH2:12][c:13]2[cH:14][c:15]([O:24][CH3:25])[c:16]3[c:17]([c:23]2[C:27]([c:28]2[cH:29][cH:30][cH:31][cH:32][cH:33]2)=[N:26]1)[CH2:18][C:19]([CH3:21])([CH3:22])[O:20]3.